describe an organic reaction: reactants, conditions, products, and yield From a dataset of the Open Reaction Database (ORD), a public repository of structured organic reaction records. Reactants: CC(C)(C)C(=O)Oc2ccc1ccccc1c2 (substrate), Cc2ccc1ncoc1c2 (effective_coupling_partner). The reagents and catalysts are dcype. Run at temperature 120 celsius, time 12 hour. Yields the product Cc4ccc3nc(c2ccc1ccccc1c2)oc3c4. Reactants: CC(=O)O[BH-](OC(C)=O)OC(C)=O, CCS(=O)(=O)N1CCC(c2c[nH]c3c(C(N)=O)cc(-c4csc(C=O)c4)cc23)CC1, CC(=O)O, CC1CCCN1C, CS(C)=O, [Na+]. Yields the product CCS(=O)(=O)N1CCC(c2c[nH]c3c(C(N)=O)cc(-c4csc(CN5CCCC5C)c4)cc23)CC1. RXN SMILES: [C:42]([O:43][BH-:44]([O:45][C:46](=[O:47])[CH3:48])[O:49][C:50](=[O:51])[CH3:52])(=[O:53])[CH3:54].[CH2:1]([CH3:2])[S:3](=[O:4])(=[O:5])[N:6]1[CH2:7][CH2:8][CH:9]([c:12]2[cH:13][nH:14][c:15]3[c:16]([C:28](=[O:29])[NH2:30])[cH:17][c:18](-[c:21]4[cH:22][s:23][c:24]([CH:26]=[O:27])[cH:25]4)[cH:19][c:20]23)[CH2:10][CH2:11]1.[CH3:31][C:32](=[O:33])[OH:34].[CH3:35][N:36]1[CH:37]([CH3:41])[CH2:38][CH2:39][CH2:40]1.[CH3:56][S:57](=[O:58])[CH3:59].[Na+:55]>>[CH2:1]([CH3:2])[S:3](=[O:4])(=[O:5])[N:6]1[CH2:7][CH2:8][CH:9]([c:12]2[cH:13][nH:14][c:15]3[c:16]([C:28](=[O:29])[NH2:30])[cH:17][c:18](-[c:21]4[cH:22][s:23][c:24]([CH2:26][N:36]5[CH:37]([CH3:41])[CH2:38][CH2:39][CH2:40]5)[cH:25]4)[cH:19][c:20]23)[CH2:10][CH2:11]1. The product is CCOC(=O)C(=NOCc1ccc(OCc2nc(-c3ccccc3)oc2C)cc1)c1ccc(Br)cc1. Reaction SMILES: [Br:3][c:4]1[cH:5][cH:6][c:7]([C:10]([C:11](=[O:12])[O:13][CH2:14][CH3:15])=[N:16][OH:17])[cH:8][cH:9]1.[C:41](=[O:42])([OH:43])[O-:44].[CH3:46][N:47]([CH3:48])[CH:49]=[O:50].[Cl:18][CH2:19][c:20]1[cH:21][cH:22][c:23]([O:24][CH2:25][c:26]2[n:27][c:28](-[c:32]3[cH:33][cH:34][cH:35][cH:36][cH:37]3)[o:29][c:30]2[CH3:31])[cH:38][cH:39]1.[ClH:40].[H-:1].[Na+:2].[Na+:45]>>[Br:3][c:4]1[cH:5][cH:6][c:7]([C:10]([C:11](=[O:12])[O:13][CH2:14][CH3:15])=[N:16][O:17][CH2:19][c:20]2[cH:21][cH:22][c:23]([O:24][CH2:25][c:26]3[n:27][c:28](-[c:32]4[cH:33][cH:34][cH:35][cH:36][cH:37]4)[o:29][c:30]3[CH3:31])[cH:38][cH:39]2)[cH:8][cH:9]1. Reactants: CCOC(=O)C(=NO)c1ccc(Br)cc1, O=C([O-])O, CN(C)C=O, Cc1oc(-c2ccccc2)nc1COc1ccc(CCl)cc1, Cl, [H-], [Na+], [Na+]. Procedure: Methyl 4-{(1S)-1-[({2,5-dichloro-4-[(3-chlorophenyl)(hydroxy)methyl]-3-thienyl}carbonyl)amino]ethyl}benzoate from Example 9, Step 1 (49.0 mg, 0.0982 mmol) was reacted under conditions similar to Example 1, Step 11. The reaction mixture was neutralized with 25% aq. NH4OAc (instead of an acidification with 1N HCl). The desired product was obtained as an off-white foam that was not further purified. MS (−ESI): m/z 482 (M−1)−. Product: ClC=1SC(=C(C1C(=O)N[C@@H](C)C1=CC=C(C(=O)O)C=C1)C(O)C1=CC(=CC=C1)Cl)Cl (4-{(1S)-1-[({2,5-dichloro-4-[(3-chlorophenyl)(hydroxy)methyl]-3-thienyl}carbonyl)amino]ethyl}benzoic acid). As a reaction SMILES: [Cl:1][C:2]1[S:3][C:4]([Cl:31])=[C:5]([CH:22]([C:24]2[CH:29]=[CH:28][CH:27]=[C:26]([Cl:30])[CH:25]=2)[OH:23])[C:6]=1[C:7]([NH:9][C@H:10]([C:12]1[CH:21]=[CH:20][C:15]([C:16]([O:18]C)=[O:17])=[CH:14][CH:13]=1)[CH3:11])=[O:8].Cl>>[Cl:1][C:2]1[S:3][C:4]([Cl:31])=[C:5]([CH:22]([C:24]2[CH:29]=[CH:28][CH:27]=[C:26]([Cl:30])[CH:25]=2)[OH:23])[C:6]=1[C:7]([NH:9][C@H:10]([C:12]1[CH:13]=[CH:14][C:15]([C:16]([OH:18])=[O:17])=[CH:20][CH:21]=1)[CH3:11])=[O:8]. Starting materials: ClC=1SC(=C(C1C(=O)N[C@@H](C)C1=CC=C(C(=O)OC)C=C1)C(O)C1=CC(=CC=C1)Cl)Cl (methyl 4-{(1S)-1-[({2,5-dichloro-4-[(3-chlorophenyl)(hydroxy)methyl]-3-thienyl}carbonyl)amino]ethyl}benzoate), NH4OAc, Cl (HCl). The reactants are CN(C=O)C (N,N-dimethylformamide), CC1(CCC(O1)=O)C (5,5-Dimethyldihydrofuran-2(3H)-one), NC1=CC=C(C=C1)C(=O)N1CCN(CC1)CC1=CC=C(C=C1)C(C(F)(F)F)(C(F)(F)F)O ((4-Aminophenyl)(4-(4-(1,1,1,3,3,3-hexafluoro-2-hydroxypropan-2-yl)benzyl)piperazin-1-yl)methanone), C[Al](C)C (Trimethylaluminium). The solvent is C1(=CC=CC=C1)C (toluene). Reaction conditions: time 10 minute. The product is FC(C(C(F)(F)F)(O)C1=CC=C(CN2CCN(CC2)C(=O)C2=CC=C(C=C2)NC(CCC(C)(C)O)=O)C=C1)(F)F (N-(4-(4-(4-(1,1,1,3,3,3-hexafluoro-2-hydroxypropan-2-yl)benzyl)piperazine-1-carbonyl)phenyl)-4-hydroxy-4-methylpentanamide). Isolated yield 0.4%. As a reaction SMILES: [CH3:1][C:2]1([CH3:8])[O:6][C:5](=[O:7])[CH2:4][CH2:3]1.C[Al](C)C.[NH2:13][C:14]1[CH:19]=[CH:18][C:17]([C:20]([N:22]2[CH2:27][CH2:26][N:25]([CH2:28][C:29]3[CH:34]=[CH:33][C:32]([C:35]([OH:44])([C:40]([F:43])([F:42])[F:41])[C:36]([F:39])([F:38])[F:37])=[CH:31][CH:30]=3)[CH2:24][CH2:23]2)=[O:21])=[CH:16][CH:15]=1.CN(C)C=O>C1(C)C=CC=CC=1>[F:42][C:40]([F:41])([F:43])[C:35]([C:32]1[CH:31]=[CH:30][C:29]([CH2:28][N:25]2[CH2:24][CH2:23][N:22]([C:20]([C:17]3[CH:18]=[CH:19][C:14]([NH:13][C:5](=[O:7])[CH2:4][CH2:3][C:2]([OH:6])([CH3:8])[CH3:1])=[CH:15][CH:16]=3)=[O:21])[CH2:27][CH2:26]2)=[CH:34][CH:33]=1)([OH:44])[C:36]([F:39])([F:38])[F:37]. Procedure details: 5,5-Dimethyldihydrofuran-2(3H)-one (0.433 mmol, 0.049 g) was stirred in toluene (5 mL). Trimethylaluminium (0.867 mmol, 0.867 mL, 1 M in heptane) was added and the reaction stirred for 10 minutes at room temperature. (4-Aminophenyl)(4-(4-(1,1,1,3,3,3-hexafluoro-2-hydroxypropan-2-yl)benzyl)piperazin-1-yl)methanone (0.433 mmol, 0.2 g) was added and the reaction heated to reflux for 1 hour then a drop of N,N-dimethylformamide was added. The reaction mixture was heated to reflux for 1 hour. The reac... Reaction SMILES: [C:14]([CH2:15][CH2:16][CH2:17][CH2:18][CH2:19][CH2:20][CH2:21][CH2:22][CH3:23])(=[O:24])[OH:25].[Cl-:13].[O:1]=[CH:2][CH:3]([OH:4])[CH:5]([OH:6])[CH:7]([OH:8])[CH:9]([OH:10])[CH2:11][OH:12].[cH:26]1[cH:27][cH:28][n:29][cH:30][cH:31]1>>[O:1]=[CH:2][CH:3]([O:4][C:14]([CH2:15][CH2:16][CH2:17][CH2:18][CH2:19][CH2:20][CH2:21][CH2:22][CH3:23])=[O:24])[CH:5]([OH:6])[CH:7]([OH:8])[CH:9]([OH:10])[CH2:11][OH:12]. Starting materials: CCCCCCCCCC(=O)O, [Cl-], O=CC(O)C(O)C(O)C(O)CO, c1ccncc1. Yields the product CCCCCCCCCC(=O)OC(C=O)C(O)C(O)C(O)CO.